This data is from the Open Reaction Database (ORD), a public repository of structured organic reaction records. The task is: describe an organic reaction: reactants, conditions, products, and yield Starting materials: O=C([O-])[O-], CC(C)=CCBr, CC1Nc2ccccc2NC1=O, CN(C)C=O, CCOC(C)=O, [K+], [K+]. Product: CC(C)=CCN1c2ccccc2NC(=O)C1C. Reaction SMILES: [C:19](=[O:20])([O-:21])[O-:22].[CH3:13][C:14](=[CH:15][CH2:16][Br:17])[CH3:18].[CH3:1][CH:2]1[C:3](=[O:12])[NH:4][c:5]2[cH:6][cH:7][cH:8][cH:9][c:10]2[NH:11]1.[CH3:25][N:26]([CH3:27])[CH:28]=[O:29].[CH3:30][CH2:31][O:32][C:33](=[O:34])[CH3:35].[K+:23].[K+:24]>>[CH3:1][CH:2]1[C:3](=[O:12])[NH:4][c:5]2[cH:6][cH:7][cH:8][cH:9][c:10]2[N:11]1[CH2:16][CH:15]=[C:14]([CH3:13])[CH3:18]. Reactants: BrC1=CC2=C(C=C1)N1C3=C2C=CC=C3C(C=3C=CC=CC13)(C)C (3-bromo-8,8-dimethyl-8H-indolo[3,2,1-de]acridine), O1CCOCC1 (dioxane), ClC1=CC(=C(C=C1)B(O)O)C(=O)OCC ([4-chloro-2-(ethoxycarbonyl)phenyl]boronic acid), C([O-])([O-])=O.[Na+].[Na+] (sodium carbonate). The reagents and catalysts are C(C)(=O)[O-].[Pd+2].C(C)(=O)[O-] (palladium(II) acetate). The solvent is C1(=CC=CC=C1)C (toluene), O (water). Product: CC1(C=2C=CC=CC2N2C3=C(C=CC=C13)C=1C=C(C=CC12)C1=C(C(=O)OCC)C=CC=C1)C (Ethyl 2-(8,8-dimethyl-8H-indolo[3,2,1-de]acridin-3-yl)benzoate). Reaction SMILES: Br[C:2]1[CH:7]=[CH:6][C:5]2[N:8]3[C:21]4[CH:20]=[CH:19][CH:18]=[CH:17][C:16]=4[C:15]([CH3:23])([CH3:22])[C:14]4[C:9]3=[C:10]([CH:11]=[CH:12][CH:13]=4)[C:4]=2[CH:3]=1.Cl[C:25]1[CH:30]=[CH:29][C:28](B(O)O)=[C:27]([C:34]([O:36][CH2:37][CH3:38])=[O:35])[CH:26]=1.C(=O)([O-])[O-].[Na+].[Na+].O1CCOCC1>C1(C)C=CC=CC=1.C([O-])(=O)C.[Pd+2].C([O-])(=O)C.O>[CH3:22][C:15]1([CH3:23])[C:14]2[C:9]3=[C:10]([C:4]4[CH:3]=[C:2]([C:28]5[CH:29]=[CH:30][CH:25]=[CH:26][C:27]=5[C:34]([O:36][CH2:37][CH3:38])=[O:35])[CH:7]=[CH:6][C:5]=4[N:8]3[C:21]3[CH:20]=[CH:19][CH:18]=[CH:17][C:16]1=3)[CH:11]=[CH:12][CH:13]=2 |f:2.3.4,7.8.9|. Reported procedure: 39.8 g (110.0 mmol) of 3-bromo-8,8-dimethyl-8H-indolo[3,2,1-de]acridine (Br-1), 30 g (110.0 mmol) of [4-chloro-2-(ethoxycarbonyl)phenyl]boronic acid and 9.7 g (92 mmol) of sodium carbonate are suspended in 350 ml of toluene, 350 ml of dioxane and 500 ml of water. 913 mg (3.0 mmol) of tri-otolylphosphine and then 112 mg (0.5 mmol) of palladium(II) acetate are added to this suspension, and the reaction mixture is heated under reflux for 16 h. After cooling, the organic phase is separated off, filt... Reactants: FC(C(=O)OCC)F (ethyl difluoroacetate), CCOC1=CC=CC(=C1)C(=O)C (3-Ethoxyacetophenone). Product: C(C)OC=1C=C(C=CC1)C(CC(C(F)F)=O)=O (1-(3-Ethoxy-phenyl)-4,4-difluoro-butane-1,3-dione). Isolated yield 112.1%. As a reaction SMILES: [F:1][CH:2]([F:8])[C:3](OCC)=[O:4].[CH3:9][CH2:10][O:11][C:12]1[CH:17]=[C:16]([C:18]([CH3:20])=[O:19])[CH:15]=[CH:14][CH:13]=1>>[CH2:10]([O:11][C:12]1[CH:17]=[C:16]([C:18](=[O:19])[CH2:20][C:3](=[O:4])[CH:2]([F:8])[F:1])[CH:15]=[CH:14][CH:13]=1)[CH3:9]. Reported procedure: Prepared from commercially available ethyl difluoroacetate (16.0 g, 129 mmol) and 3-ethoxyacetophenone (example C.19 step 1) (14.5 g, 88 mmol) as described in example C.1 step 1 to give the title compound (23.90 g, 112%) as a light red oil. MS (ISN) 241.0 [(M−H)−]. Reactants: CCO, CC(C)Br, N#Cc1c(-c2ccccc2)nc(N)[nH]c1=S. Yields the product CC(C)Sc1nc(N)nc(-c2ccccc2)c1C#N. As a reaction SMILES: [CH3:21][CH2:22][OH:23].[CH:17]([CH3:18])([CH3:19])[Br:20].[NH2:1][c:2]1[nH:3][c:4](=[S:16])[c:5]([C:14]#[N:15])[c:6](-[c:8]2[cH:9][cH:10][cH:11][cH:12][cH:13]2)[n:7]1>>[NH2:1][c:2]1[n:3][c:4]([S:16][CH:17]([CH3:18])[CH3:19])[c:5]([C:14]#[N:15])[c:6](-[c:8]2[cH:9][cH:10][cH:11][cH:12][cH:13]2)[n:7]1. Starting materials: ClC1=C(C=C2C(C(=C3N(C2=C1)CCS3)C(=O)OCC)=O)F (ethyl 8-chloro-7-fluoro-5-oxo-1,2-dihydro-5H-thiazolo(3,2-a)-quinoline-4-carboxylate), C(C)O (ethanol), aqueous solution, [OH-].[Na+] (sodium hydroxide). Solvent: O (water). The product is ClC1=C(C=C2C(C(=C3N(C2=C1)CCS3)C(=O)O)=O)F (8-Chloro-7-fluoro-5-oxo-1,2-dihydro-5H-thiazolo(3,2-a)-quinoline-4-carboxylic acid). Isolated yield 91.3%. As a reaction SMILES: [Cl:1][C:2]1[CH:11]=[C:10]2[C:5]([C:6](=[O:20])[C:7]([C:15]([O:17]CC)=[O:16])=[C:8]3[S:14][CH2:13][CH2:12][N:9]32)=[CH:4][C:3]=1[F:21].C(O)C.[OH-].[Na+]>O>[Cl:1][C:2]1[CH:11]=[C:10]2[C:5]([C:6](=[O:20])[C:7]([C:15]([OH:17])=[O:16])=[C:8]3[S:14][CH2:13][CH2:12][N:9]32)=[CH:4][C:3]=1[F:21] |f:2.3|. Procedure: Six hundred mg (1.83 mmol) of ethyl 8-chloro-7-fluoro-5-oxo-1,2-dihydro-5H-thiazolo(3,2-a)-quinoline-4-carboxylate obtained in Example 15 was added to a mixed solvent of ethanol and water (1:1), then 2 ml of 2 N aqueous solution of sodium hydroxide was added thereto, and the mixture was heated to reflux for two hours. When the reaction was completed, ethanol was evaporated therefrom, the residual aqueous solution was adjusted to pH nearly 7.0 with 1 N aqueous solution of acetic acid and, after s... Starting materials: ClC(Cl)(OC(OC(Cl)(Cl)Cl)=O)Cl (triphosgene), ice, Cl.Cl.BrC1=CC=C(C=C1)[C@H](C)NCCCC(N)C1=CC=CC=C1 (N1—((1S)-1-(4-bromophenyl)ethyl)-4-phenylbutane-1,4-diamine dihydrochloride), CCN(C(C)C)C(C)C (i-Pr2NEt). Run in C(Cl)Cl (CH2Cl2), CCOCC (ether). Conditions: time 8 hour. Yields the product BrC1=CC=C(C=C1)[C@H](C)N1C(NC(CCC1)C1=CC=CC=C1)=O (1-((S)-1-(4-bromophenyl)ethyl)-4-phenyl-1,3-diazepan-2-one). Isolated yield 25.0%. Reaction SMILES: Cl.Cl.[Br:3][C:4]1[CH:9]=[CH:8][C:7]([C@@H:10]([NH:12][CH2:13][CH2:14][CH2:15][CH:16]([C:18]2[CH:23]=[CH:22][CH:21]=[CH:20][CH:19]=2)[NH2:17])[CH3:11])=[CH:6][CH:5]=1.CCN(C(C)C)C(C)C.Cl[C:34](Cl)([O:36]C(=O)OC(Cl)(Cl)Cl)Cl>C(Cl)Cl.CCOCC>[Br:3][C:4]1[CH:5]=[CH:6][C:7]([C@@H:10]([N:12]2[CH2:13][CH2:14][CH2:15][CH:16]([C:18]3[CH:19]=[CH:20][CH:21]=[CH:22][CH:23]=3)[NH:17][C:34]2=[O:36])[CH3:11])=[CH:8][CH:9]=1 |f:0.1.2|. Procedure details: A stirred solution of N1—((1S)-1-(4-bromophenyl)ethyl)-4-phenylbutane-1,4-diamine dihydrochloride (19.5 mg, 0.046 mmol) and i-Pr2NEt (0.10 mL, 0.56 mmol) in CH2Cl2 (8 mL) was cooled in an ice bath and solid triphosgene (4.6 mg, 0.015 mmol) was added. The ice bath was allowed to melt and the mixture was stirred overnight at rt. The mixture was diluted with ether (90 mL), washed with 5% aq HCl (20 mL) and satd aq NaHCO3 (20 mL), and dried over MgSO4. Removal of the solvent left a residue (17.5 mg)... Starting materials: CN (methylamine), COC=1C=C(C=CC1N1C=NC(=C1)C)/C=C/C(=O)NCC(C1=CC=CC=C1)=O ((E)-3-[3-methoxy-4-(4-methyl-1H-imidazol-1-yl)phenyl]-N-(2-oxo-2-phenylethyl)acrylic acid amide). The solvent is C(C)(=O)O (acetic acid), C=1(C(=CC=CC1)C)C (xylene). Yields the product COC=1C=C(C=CC1N1C=NC(=C1)C)/C=C/C=1N(C(=CN1)C1=CC=CC=C1)C (2-{(E)-2-[3-methoxy-4-(4-methyl-1H-imidazol-1-yl)phenyl]vinyl}-1-methyl-5-phenyl-1H-imidazole). RXN SMILES: [CH3:1][NH2:2].[CH3:3][O:4][C:5]1[CH:6]=[C:7](/[CH:17]=[CH:18]/[C:19]([NH:21][CH2:22][C:23](=O)[C:24]2[CH:29]=[CH:28][CH:27]=[CH:26][CH:25]=2)=O)[CH:8]=[CH:9][C:10]=1[N:11]1[CH:15]=[C:14]([CH3:16])[N:13]=[CH:12]1>C(O)(=O)C.C1(C)C(C)=CC=CC=1>[CH3:3][O:4][C:5]1[CH:6]=[C:7](/[CH:17]=[CH:18]/[C:19]2[N:2]([CH3:1])[C:23]([C:24]3[CH:29]=[CH:28][CH:27]=[CH:26][CH:25]=3)=[CH:22][N:21]=2)[CH:8]=[CH:9][C:10]=1[N:11]1[CH:15]=[C:14]([CH3:16])[N:13]=[CH:12]1. Procedure: A solution of methylamine (2 M solution in methanol, 2.7 mL) in acetic acid (5 mL) was added to a solution of (E)-3-[3-methoxy-4-(4-methyl-1H-imidazol-1-yl)phenyl]-N-(2-oxo-2-phenylethyl)acrylic acid amide (100 mg) in xylene (10 mL), and the reaction solution was heated under reflux for 3.5 hours while evaporating methanol. The reaction solution was left to cool to room temperature and then concentrated under reduced pressure. Ethyl acetate and saturated sodium bicarbonate water were added to th... Starting materials: C(C)SC=1SC(=CN1)C(=O)NCCCCC=C (2-ethylthio-5-(hex-5-enylaminocarbonyl)thiazole), OO (hydrogen peroxide). The solvent is C(C)(=O)O (acetic acid). Yields the product C(C)S(=O)C=1SC(=CN1)C(=O)NCCCCC=C (2-ethylsulfinyl-5-(hex-5-enylaminocarbonyl)thiazole). As a reaction SMILES: [CH2:1]([S:3][C:4]1[S:5][C:6]([C:9]([NH:11][CH2:12][CH2:13][CH2:14][CH2:15][CH:16]=[CH2:17])=[O:10])=[CH:7][N:8]=1)[CH3:2].[OH:18]O>C(O)(=O)C>[CH2:1]([S:3]([C:4]1[S:5][C:6]([C:9]([NH:11][CH2:12][CH2:13][CH2:14][CH2:15][CH:16]=[CH2:17])=[O:10])=[CH:7][N:8]=1)=[O:18])[CH3:2]. Procedure details: In this preparation a mixture of 0.064 mole of 2-ethylthio-5-(hex-5-enylaminocarbonyl)thiazole; 40 ml. of 30% aqueous hydrogen peroxide and 200 ml. of acetic acid is stirred at a temperature of from 40° to 50° C for four hours. The mixture is concentrated by evaporation of a large portion of the acetic acid, under vacuum, at room temperature (about 20° C) and the resulting residue poured into 500 ml. of ethyl acetate and then washed with aqueous sodium bicarbonate solution until no acetic acid i...